The task is: describe an organic reaction: reactants, conditions, products, and yield. This data is from the Open Reaction Database (ORD), a public repository of structured organic reaction records. Starting materials: C1=NC=CC2=CC(=CC=C12)O[C@@H]1CC[C@H](CC1)N (trans-4-(Isoquinolin-6-yloxy)-cyclohexylamine), C(C)(=O)Cl (acetyl chloride). The solvent is ClCCl.N1=CC=CC=C1 (dichloromethane pyridine), ClCCl (dichloromethane), ClCCl (dichloromethane). Reaction conditions: time 2 hour. Yields the product C1=NC=CC2=CC(=CC=C12)O[C@@H]1CC[C@H](CC1)NC(C)=O (trans-N-[4-(Isoquinolin-6-yloxy)-cyclohexyl]-acetamide). Isolated yield 45.4%. Reaction SMILES: [CH:1]1[C:10]2[C:5](=[CH:6][C:7]([O:11][C@H:12]3[CH2:17][CH2:16][C@H:15]([NH2:18])[CH2:14][CH2:13]3)=[CH:8][CH:9]=2)[CH:4]=[CH:3][N:2]=1.[C:19](Cl)(=[O:21])[CH3:20]>ClCCl.N1C=CC=CC=1.ClCCl>[CH:1]1[C:10]2[C:5](=[CH:6][C:7]([O:11][C@H:12]3[CH2:13][CH2:14][C@H:15]([NH:18][C:19](=[O:21])[CH3:20])[CH2:16][CH2:17]3)=[CH:8][CH:9]=2)[CH:4]=[CH:3][N:2]=1 |f:2.3|. Procedure details: 8.4 g (34.7 mmol) of 4-(isoquinolin-6-yloxy)-cyclohexylamine (15) were dissolved in 100 ml of dichloromethane/pyridine (4:1). At 0° C. a solution of 3.27 g (41.6 mmol) of acetyl chloride in 10 ml of dichloromethane was added and the reaction mixture was stirred at room temperature. After 2 h, the solution was diluted with dichloromethane and washed twice with saturated sodium bicarbonate solution. After washing twice with 2 N HCl, the product was transferred to the aqueous phase. The HCl-layers ...